This data is from the Open Reaction Database (ORD), a public repository of structured organic reaction records. The task is: describe an organic reaction: reactants, conditions, products, and yield Starting materials: COC(=O)Nn1cnc(-c2cnn(C)c2Br)c1, [Na+], [OH-]. The product is Cn1ncc(-c2cn(N)cn2)c1Br. Reaction SMILES: [Br:1][c:2]1[c:3](-[c:8]2[n:9][cH:10][n:11]([NH:13][C:14](=[O:15])[O:16][CH3:17])[cH:12]2)[cH:4][n:5][n:6]1[CH3:7].[Na+:19].[OH-:18]>>[Br:1][c:2]1[c:3](-[c:8]2[n:9][cH:10][n:11]([NH2:13])[cH:12]2)[cH:4][n:5][n:6]1[CH3:7].